From a dataset of the Open Reaction Database (ORD), a public repository of structured organic reaction records. describe an organic reaction: reactants, conditions, products, and yield The reactants are C1(CCCCCC1)=O (cycloheptanone), FC1=C(CCl)C=CC=C1 (o-fluorobenzyl chloride), [Cl-].[NH4+] (ammonium chloride), [Mg] (magnesium), II (iodine crystals). Run in CCOCC (ether), CCOCC (ether), C(C)OCC (diethyl ether). Reaction conditions: temperature 30 celsius, time 45 minute. The product is FC1=C(CC2(CCCCCC2)O)C=CC=C1 (1-(2-Fluorobenzyl)-1-hydroxycycloheptane). As a reaction SMILES: [Mg].[F:2][C:3]1[CH:10]=[CH:9][CH:8]=[CH:7][C:4]=1[CH2:5]Cl.II.[C:13]1(=[O:20])[CH2:19][CH2:18][CH2:17][CH2:16][CH2:15][CH2:14]1.[Cl-].[NH4+]>C(OCC)C>[F:2][C:3]1[CH:10]=[CH:9][CH:8]=[CH:7][C:4]=1[CH2:5][C:13]1([OH:20])[CH2:19][CH2:18][CH2:17][CH2:16][CH2:15][CH2:14]1 |f:4.5|. Procedure: To a suspension of 16.05 g of magnesium turnings in 200 ml of anhydrous diethyl ether was added a solution of 71.34 ml of o-fluorobenzyl chloride in 250 ml of ether at a rate sufficient to maintain the pot temperature at about 30° C. while cooling the flask in an ice water bath. The reaction was initiated by addition of a few iodine crystals. After the completion of the addition the mixture was stirred under nitrogen at ambient temperature for 45 minutes, and thereafter a solution of 58.9 ml of ... The reactants are 33.7, O(C1=CC=CC=C1)C=1C=C(C(C#C)O)C=CC1 (3-phenoxy-α-ethynylbenzylalcohol), [H][H] (hydrogen). The solvent is O1CCOCC1 (dioxan). Product: O(C1=CC=CC=C1)C=1C=C(C(C=C)O)C=CC1 (3-phenoxy-α-vinyl-benzylalcohol). RXN SMILES: [H][H].[O:3]([C:10]1[CH:11]=[C:12]([CH:17]=[CH:18][CH:19]=1)[CH:13]([OH:16])[C:14]#[CH:15])[C:4]1[CH:9]=[CH:8][CH:7]=[CH:6][CH:5]=1>O1CCOCC1>[O:3]([C:10]1[CH:11]=[C:12]([CH:17]=[CH:18][CH:19]=1)[CH:13]([OH:16])[CH:14]=[CH2:15])[C:4]1[CH:5]=[CH:6][CH:7]=[CH:8][CH:9]=1. Reported procedure: With stirring, at room temperature and under normal pressure, hydrogen was introduced (3.37 l H2 ; 0° C./760 mm Hg) in a solution of 33.7 3-phenoxy-α-ethynylbenzylalcohol in 340 ml dioxan and 1.7 g Lindlar catalysator. Reactants: BrC1=C(SC(=C1)B(O)O)C (3-bromo-2-methyl-5-thienylboronic acid), BrC1=CC=C(S1)O (5-bromothiophen-2-ol), C(=O)([O-])[O-].[Na+].[Na+] (Na2CO3), crude product. Reagents/catalysts: C=1C=CC(=CC1)[P](C=2C=CC=CC2)(C=3C=CC=CC3)[Pd]([P](C=4C=CC=CC4)(C=5C=CC=CC5)C=6C=CC=CC6)([P](C=7C=CC=CC7)(C=8C=CC=CC8)C=9C=CC=CC9)[P](C=1C=CC=CC1)(C=1C=CC=CC1)C=1C=CC=CC1 (tetrakis(triphenylphosphine)palladium(0)). The solvent is O1CCCC1 (tetrahydrofuran). Yields the product BrC1=C(SC(=C1)C=1SC=C(C1)O)C (3-bromo-2-methyl-5-(4-hydroxythienyl)thiophene). As a reaction SMILES: [Br:1][C:2]1[CH:6]=[C:5](B(O)O)[S:4][C:3]=1[CH3:10].Br[C:12]1[S:16][C:15](O)=[CH:14][CH:13]=1.C([O-])([O-])=[O:19].[Na+].[Na+]>O1CCCC1.C1C=CC([P]([Pd]([P](C2C=CC=CC=2)(C2C=CC=CC=2)C2C=CC=CC=2)([P](C2C=CC=CC=2)(C2C=CC=CC=2)C2C=CC=CC=2)[P](C2C=CC=CC=2)(C2C=CC=CC=2)C2C=CC=CC=2)(C2C=CC=CC=2)C2C=CC=CC=2)=CC=1>[Br:1][C:2]1[CH:6]=[C:5]([C:12]2[S:16][CH:15]=[C:14]([OH:19])[CH:13]=2)[S:4][C:3]=1[CH3:10] |f:2.3.4,^1:32,34,53,72|. Procedure: Compound 3 is mixed with 5-bromothiophen-2-ol in the presence of tetrakis(triphenylphosphine)palladium(0) [Pd(PPh3)-4] and Na2CO3 in tetrahydrofuran (THF) for 24 h at 80° C. The crude product is distillated in vacuo and purified by silica-gel column chromatography (eluent: hexane). Compound 5 (5.01 g) is obtained as a yellowish solid. The reactants are N12CCCC(C(C1)=O)C2 (1-azabicyclo[3.2.1]octan-6-one), C(C)(=O)O (acetic acid), C(C)(=O)[O-].[NH4+] (ammonium acetate), C(#N)CC(=O)OCC (ethyl cyanoacetate). The solvent is C1(=CC=CC=C1)C (toluene), O (water). Run at time 40 hour. The product is N12CCCC(C(C1)=C(C(=O)OCC)C#N)C2 (Ethyl (1-azabicyclo[3.2.1]octan-6-ylidene)cyanoacetate). As a reaction SMILES: [N:1]12[CH2:9][CH:5]([C:6](=O)[CH2:7]1)[CH2:4][CH2:3][CH2:2]2.C(O)(=O)C.C([O-])(=O)C.[NH4+].[C:19]([CH2:21][C:22]([O:24][CH2:25][CH3:26])=[O:23])#[N:20]>C1(C)C=CC=CC=1.O>[N:1]12[CH2:9][CH:5]([C:6](=[C:21]([C:19]#[N:20])[C:22]([O:24][CH2:25][CH3:26])=[O:23])[CH2:7]1)[CH2:4][CH2:3][CH2:2]2 |f:2.3|. Reported procedure: A solution of 1-azabicyclo[3.2.1]octan-6-one (41.25 g, 0.33 mol), acetic acid (2 ml), ammonium acetate (1.25 g) and ethyl cyanoacetate (37 g, 0.33 mol) in toluene (500 ml) was refluxed with a Dean-Stark water separator for 40 h. The toluene phase was extracted with 3×200 ml 5M HCl solution. The water phase was basified with 28% ammonium hydroxide solution and extracted with ether (4×200 ml). The organic phases were dried over magnesium sulfate and evaporated. The residue was purified by column c... Starting materials: CS(C)=O, [K+], [K+], N#Cc1nc(Nc2ccccc2)cc(-n2nc(Nc3ccccc3)nc2N)n1, O=C([O-])[O-], OO. The product is NC(=O)c1nc(Nc2ccccc2)cc(-n2nc(Nc3ccccc3)nc2N)n1. As a reaction SMILES: [CH3:37][S:38]([CH3:39])=[O:40].[K+:29].[K+:30].[NH2:1][c:2]1[n:3][c:4]([NH:22][c:23]2[cH:24][cH:25][cH:26][cH:27][cH:28]2)[n:5][n:6]1-[c:7]1[n:8][c:9]([C:20]#[N:21])[n:10][c:11]([NH:13][c:14]2[cH:15][cH:16][cH:17][cH:18][cH:19]2)[cH:12]1.[O-:31][C:32]([O-:33])=[O:34].[OH:35][OH:36]>>[NH2:1][c:2]1[n:3][c:4]([NH:22][c:23]2[cH:24][cH:25][cH:26][cH:27][cH:28]2)[n:5][n:6]1-[c:7]1[n:8][c:9]([C:20]([NH2:21])=[O:31])[n:10][c:11]([NH:13][c:14]2[cH:15][cH:16][cH:17][cH:18][cH:19]2)[cH:12]1.